Dataset: the Open Reaction Database (ORD), a public repository of structured organic reaction records. Task: describe an organic reaction: reactants, conditions, products, and yield Starting materials: COC1=CC=C(C=N[C@@H](CC(C)C)C(=O)[O-])C=C1.[Na+] (sodium N-(para-methoxybenzylidene)-(L)-leucinate), ClC(=O)OCC1=CC=CC=C1 (benzyl chloroformate). Product: C(C1=CC=CC=C1)OC(=O)N1[C@@H](OC([C@@H]1CC(C)C)=O)C1=CC=C(C=C1)OC ((2S,4S)-N-Benzyloxycarbonyl-4-isobutyl-2-(4'-methoxyphenyl)-1,3-oxazolidin-5-one). RXN SMILES: [CH3:1][O:2][C:3]1[CH:18]=[CH:17][C:6]([CH:7]=[N:8][C@H:9]([C:14]([O-:16])=[O:15])[CH2:10][CH:11]([CH3:13])[CH3:12])=[CH:5][CH:4]=1.[Na+].Cl[C:21]([O:23][CH2:24][C:25]1[CH:30]=[CH:29][CH:28]=[CH:27][CH:26]=1)=[O:22]>>[CH2:24]([O:23][C:21]([N:8]1[C@@H:9]([CH2:10][CH:11]([CH3:13])[CH3:12])[C:14](=[O:16])[O:15][C@H:7]1[C:6]1[CH:17]=[CH:18][C:3]([O:2][CH3:1])=[CH:4][CH:5]=1)=[O:22])[C:25]1[CH:30]=[CH:29][CH:28]=[CH:27][CH:26]=1 |f:0.1|. Reported procedure: (2S,4S)-N-Benzyloxycarbonyl-4-isobutyl-2-(4'-methoxyphenyl)-1,3-oxazolidin-5-one (15) was prepared from sodium N-(para-methoxybenzylidene)-(L)-leucinate (2.71 g, 10.0 mM) and benzyl chloroformate (1.43 mL, 10.0 mM) following general procedure C and obtained as a colourless oil after purification by flash column chromatography, using 25% ethyl acetate/petrol as eluant (3.21 g, 84%, single diastereomer): [α]D20 -30.0 (c 1.0, CHCl3); IR (CHCl3): 1795, 1715 cm-1 ; 1H NMR (200 MHz, CDCl3): δ 6.89-7.3... Reactants: ClCCCS(=O)(=O)N1CCC(CC1)C1=CNC2=C(C=C(C=C12)C1=CC=CC=C1)C(=O)N (3-{1-[(3-chloropropyl)sulfonyl]-4-piperidinyl}-5-phenyl-1H-indole-7-carboxamide), COC=1C=C(C=CC1)O (3-methyloxyphenol), C(=O)([O-])[O-].[K+].[K+] (K2CO3). The reagents and catalysts are [I-].[Na+] (sodium iodide). Yields the product COC=1C=C(C=CC1)OCCCS(=O)(=O)N1CCC(CC1)C1=CNC2=C(C=C(C=C12)C1=CC=CC=C1)C(=O)N (3-{1-[(3-{[3-(methyloxy)phenyl]oxy}propyl)sulfonyl]-4-piperidinyl}-5-phenyl-1H-indole-7-carboxamide). Isolated yield 42.0%. RXN SMILES: Cl[CH2:2][CH2:3][CH2:4][S:5]([N:8]1[CH2:13][CH2:12][CH:11]([C:14]2[C:22]3[C:17](=[C:18]([C:29]([NH2:31])=[O:30])[CH:19]=[C:20]([C:23]4[CH:28]=[CH:27][CH:26]=[CH:25][CH:24]=4)[CH:21]=3)[NH:16][CH:15]=2)[CH2:10][CH2:9]1)(=[O:7])=[O:6].[CH3:32][O:33][C:34]1[CH:35]=[C:36]([OH:40])[CH:37]=[CH:38][CH:39]=1.C([O-])([O-])=O.[K+].[K+]>[I-].[Na+]>[CH3:32][O:33][C:34]1[CH:35]=[C:36]([O:40][CH2:2][CH2:3][CH2:4][S:5]([N:8]2[CH2:13][CH2:12][CH:11]([C:14]3[C:22]4[C:17](=[C:18]([C:29]([NH2:31])=[O:30])[CH:19]=[C:20]([C:23]5[CH:28]=[CH:27][CH:26]=[CH:25][CH:24]=5)[CH:21]=4)[NH:16][CH:15]=3)[CH2:10][CH2:9]2)(=[O:7])=[O:6])[CH:37]=[CH:38][CH:39]=1 |f:2.3.4,5.6|. Reported procedure: Following the general procedure of example 159, 3-{1-[(3-chloropropyl)sulfonyl]-4-piperidinyl}-5-phenyl-1H-indole-7-carboxamide (40.0 mg, 0.087 mmol), 3-methyloxyphenol (124 mg, 0.87 mmol), K2CO3 (35.0 mg, 0.35 mmol) and sodium iodide (0.5 mg) were reacted to give the title compound (20.0 mg, 42%). Reactants: S1C(=CC=C1)C=O (thiophene-2-carboxaldehyde), C(C)OC(CN)OCC (aminoacetaldehyde diethyl acetal), amine, C(#N)[S-].[K+] (KSCN), Cl (hydrochloric acid), ice water, [BH4-].[Na+] (NaBH4). Reagents/catalysts: C1(=CC=C(C=C1)S(=O)(=O)O)C (4-toluenesulfonic acid). Solvent: C(C)O (ethanol), O (water), O (water), C(C)O (ethanol). Reaction conditions: time 2 hour. Yields the product S1C(=CC=C1)CN1C(NC=C1)=S (1,3-Dihydro-1-(2-thienylmethyl)-2H-imidazole-2-thione). Yield: 50.9%. RXN SMILES: [S:1]1[CH:5]=[CH:4][CH:3]=[C:2]1[CH:6]=O.C(O[CH:11](OCC)[CH2:12][NH2:13])C.[BH4-].[Na+].[C:19]([S-:21])#[N:20].[K+].Cl>C1(C)C=CC(S(O)(=O)=O)=CC=1.O.C(O)C>[S:1]1[CH:5]=[CH:4][CH:3]=[C:2]1[CH2:6][N:13]1[CH:12]=[CH:11][NH:20][C:19]1=[S:21] |f:2.3,4.5|. Procedure: A mixture of 33.6 g (0.3 mol) thiophene-2-carboxaldehyde, 39.9 g (0.3 mol) aminoacetaldehyde diethyl acetal, 0.3 g of 4-toluenesulfonic acid (TsOH) and 200 ml ethanol is placed in a 500 ml flask and heated to reflux. After 2 hours, the reaction is concentrated and the residue dissolved in 250 ml ethanol. Solid NaBH4 (12.5 g, 0.33 mol) is added in small portions. The reaction is refluxed for 11/2 hours, cooled to room temperature and poured into cold water. The product is extracted into CH2Cl2 (2...